The task is: describe an organic reaction: reactants, conditions, products, and yield. This data is from the Open Reaction Database (ORD), a public repository of structured organic reaction records. Starting materials: O1CCOCC1.Cl (hydrogen chloride-1,4-dioxane), N1N=CC2=CC(=CC=C12)C(=O)NCC1CCN(CC1)C(=O)OC(C)(C)C (tert-butyl 4-{[(1H-indazol-5-ylcarbonyl)amino]methyl}piperidine-1-carboxylate), C1(=CC=CC=C1)C (Toluene). Run in O1CCOCC1 (1,4-dioxane), C(C)(=O)O (acetic acid). Run at time 3 hour. The product is Cl.N1CCC(CC1)CNC(=O)C=1C=C2C=NNC2=CC1 (N-(piperidin-4-ylmethyl)-1H-indazole-5-carboxamide hydrochloride). The yield is 101.1%. Reaction SMILES: O1CCOCC1.[ClH:7].[NH:8]1[C:16]2[C:11](=[CH:12][C:13]([C:17]([NH:19][CH2:20][CH:21]3[CH2:26][CH2:25][N:24](C(OC(C)(C)C)=O)[CH2:23][CH2:22]3)=[O:18])=[CH:14][CH:15]=2)[CH:10]=[N:9]1.C1(C)C=CC=CC=1>O1CCOCC1.C(O)(=O)C>[ClH:7].[NH:24]1[CH2:25][CH2:26][CH:21]([CH2:20][NH:19][C:17]([C:13]2[CH:12]=[C:11]3[C:16](=[CH:15][CH:14]=2)[NH:8][N:9]=[CH:10]3)=[O:18])[CH2:22][CH2:23]1 |f:0.1,6.7|. Procedure details: A 4N-hydrogen chloride-1,4-dioxane solution (0.200 mg, 0.800 mmol) was added to a solution of tert-butyl 4-{[(1H-indazol-5-ylcarbonyl)amino]methyl}piperidine-1-carboxylate (36.0 mg, 0.100 mmol) in a mixture of 1,4-dioxane (0.4 ml) and acetic acid (0.7 ml) at room temperature, and the resulting mixture was stirred for 3 hours while being maintained at room temperature. Toluene was added to the reaction solution and the resulting mixture was stirred while being maintained at room temperature. Then... The reactants are Stannous chloride, NC=1C=C(C=C2C(=C(C=NC12)C(=O)OCC)O)I (ethyl 8-amino-4-hydroxy-6-iodo-3-quinolinecarboxylate), ClC1=CC=C(CN)C=C1 (4-chlorobenzylamine), C(C)OC=C(C(=O)OCC)C(=O)OCC (diethyl ethoxymethylenemalonate), ICl (iodine monochloride), 6-Oxo-6H-imidazo[4,5,1-ij]quinoline-5-carboxamides, OC1=C(C=NC2=C(C=C(C=C12)I)[N+](=O)[O-])C(=O)OCC (ethyl 4-hydroxy-6-iodo-8-nitro-3-quinolinecarboxylate), heterocycle, [N+](=O)([O-])C1=C(N)C=CC=C1 (2-Nitroaniline), NC1=C(NC=C(C(=O)OCC)C(=O)OCC)C=CC(=C1)I (diethyl 2-[(2-amino-4-iodoanilino)methylene]malonate). The solvent is C1(=CC=CC=C1)OC1=CC=CC=C1.C1(=CC=CC=C1)C1=CC=CC=C1 (diphenyl ether biphenyl). Yields the product NC=1C=C(C=C2C(=C(C=NC12)C(=O)NCC1=CC=C(C=C1)Cl)O)I (8-amino-N-(4-chlorobenzyl)-4-hydroxy-6-iodo-3-quinolinecarboxamide). Reaction SMILES: [N+](C1C=CC=CC=1N)([O-])=O.ICl.C(OC=C(C(OCC)=O)C(OCC)=O)C.[NH2:28][C:29]1[CH:47]=[C:46]([I:48])[CH:45]=[CH:44][C:30]=1[NH:31][CH:32]=[C:33]([C:39]([O:41]CC)=O)[C:34]([O:36]CC)=O.OC1C2C(=C([N+]([O-])=O)C=C(I)C=2)N=CC=1C(OCC)=O.NC1C=C(I)C=C2C=1N=CC(C(OCC)=O)=C2O.[Cl:87][C:88]1[CH:95]=[CH:94][C:91]([CH2:92][NH2:93])=[CH:90][CH:89]=1>C1(OC2C=CC=CC=2)C=CC=CC=1.C1(C2C=CC=CC=2)C=CC=CC=1>[NH2:28][C:29]1[CH:47]=[C:46]([I:48])[CH:45]=[C:44]2[C:30]=1[N:31]=[CH:32][C:33]([C:34]([NH:93][CH2:92][C:91]1[CH:94]=[CH:95][C:88]([Cl:87])=[CH:89][CH:90]=1)=[O:36])=[C:39]2[OH:41] |f:7.8|. Reported procedure: 6-Oxo-6H-imidazo[4,5,1-ij]quinoline-5-carboxamides The preparation of specific examples of heterocycle W1.1 is described in Chart A. 2-Nitroaniline is iodinated with iodine monochloride to afford A.1 (Wilson, et.al., Aust. J. Chem., 1983, 36, 2317-2326) which is heated with diethyl ethoxymethylenemalonate in a mixture of diphenyl ether/biphenyl, initially at 150° C. to generate diethyl 2-[(2-amino-4-iodoanilino)methylene]malonate and then at 240° C. to cyclize this intermediate to ethyl 4-hydrox... Reactants: BrC1=CC=C(C=C1)C=1N=C(N2C1C(=NC=C2)N)C2CCC2 (1-(4-bromophenyl)-3-cyclobutylimidazo[1,5-a]pyrazin-8-ylamine), BrC1=C(C=C(C=C1)B1OC(C(O1)(C)C)(C)C)OC (2-(4-bromo-3-methoxy-phenyl)-4,4,5,5-tetramethyl-[1,3,2]dioxaborolane). Product: BrC1=C(C=C(C=C1)C=1N=C(N2C1C(=NC=C2)N)C2CCC2)OC (1-(4-Bromo-3-methoxy-phenyl)-3-cyclobutyl-imidazo[1,5-a]pyrazin-8-ylamine). Reaction SMILES: [Br:1][C:2]1[CH:7]=[CH:6][C:5]([C:8]2[N:9]=[C:10]([CH:18]3[CH2:21][CH2:20][CH2:19]3)[N:11]3[CH:16]=[CH:15][N:14]=[C:13]([NH2:17])[C:12]=23)=[CH:4][CH:3]=1.BrC1C=CC(B2OC(C)(C)[C:31](C)(C)[O:30]2)=CC=1OC>>[Br:1][C:2]1[CH:3]=[CH:4][C:5]([C:8]2[N:9]=[C:10]([CH:18]3[CH2:21][CH2:20][CH2:19]3)[N:11]3[CH:16]=[CH:15][N:14]=[C:13]([NH2:17])[C:12]=23)=[CH:6][C:7]=1[O:30][CH3:31]. Reported procedure: Prepared according to a procedure analogous to that described for 1-(4-bromophenyl)-3-cyclobutylimidazo[1,5-a]pyrazin-8-ylamine except using 2-(4-bromo-3-methoxy-phenyl)-4,4,5,5-tetramethyl-[1,3,2]dioxaborolane. MS (ES+): m/z 372.99, 374.96 [MH+]. Reactants: CNCCO (2-(methylamino)ethanol), ClC1=C(CN=C=O)C=CC=C1 (2-chlorobenzylisocyanate). The solvent is C1CCOC1 (THF). Run at time 30 minute. Yields the product ClC1=C(CNC(N(C)CCO)=O)C=CC=C1 (3-(2-chlorobenzyl)-1-(2-hydroxyethyl)-1-methylurea). Isolated yield 58.8%. Reaction SMILES: [CH3:1][NH:2][CH2:3][CH2:4][OH:5].[Cl:6][C:7]1[CH:16]=[CH:15][CH:14]=[CH:13][C:8]=1[CH2:9][N:10]=[C:11]=[O:12]>C1COCC1>[Cl:6][C:7]1[CH:16]=[CH:15][CH:14]=[CH:13][C:8]=1[CH2:9][NH:10][C:11](=[O:12])[N:2]([CH2:3][CH2:4][OH:5])[CH3:1]. Procedure: To a solution of 2-(methylamino)ethanol (600 mg, 7.99 mmol) in THF (5.0 mL) was added 2-chlorobenzylisocyanate (0.75 mL, 6.66 mmol). The reaction was stirred at rt for 30 min. The mixture was concentrated, re-dissolved in MeOH, filtered, and purified on RP-HPLC using a mixture of acetonitrile and H2O to give 3-(2-chlorobenzyl)-1-(2-hydroxyethyl)-1-methylurea (950 mg, 49%). LRMS (M+H+) m/z 243.0. Starting materials: FC=1C=C(C=NC1)CNC(=O)C1=C(N(C2=CC(=CC=C12)O)CC=1C=NC=CC1)C(C)C (N-((5-fluoropyridin-3-yl)methyl)-6-hydroxy-2-isopropyl-1-(pyridin-3-ylmethyl)-1H-indole-3-carboxamide), FC=1C=C(C=NC1)CNC(=O)C1=C(N(C2=CC(=CC=C12)O)CC=1C=NC=CC1)C(C)C (N-((5-fluoropyridin-3-yl)methyl)-6-hydroxy-2-isopropyl-1-(pyridin-3-ylmethyl)-1H-indole-3-carboxamide), C1(CCCC1)I (cyclopentyl iodide). The product is C1(CCCC1)OC1=CC=C2C(=C(N(C2=C1)CC=1C=NC=CC1)C(C)C)C(=O)NCC=1C=NC=C(C1)F (6-(Cyclopentyloxy)-N-((5-fluoropyridin-3-yl)methyl)-2-isopropyl-1-(pyridin-3-ylmethyl)-1H-indole-3-carboxamide). RXN SMILES: [F:1][C:2]1[CH:3]=[C:4]([CH2:8][NH:9][C:10]([C:12]2[C:20]3[C:15](=[CH:16][C:17]([OH:21])=[CH:18][CH:19]=3)[N:14]([CH2:22][C:23]3[CH:24]=[N:25][CH:26]=[CH:27][CH:28]=3)[C:13]=2[CH:29]([CH3:31])[CH3:30])=[O:11])[CH:5]=[N:6][CH:7]=1.[CH:32]1(I)[CH2:36][CH2:35][CH2:34][CH2:33]1>>[CH:32]1([O:21][C:17]2[CH:16]=[C:15]3[C:20]([C:12]([C:10]([NH:9][CH2:8][C:4]4[CH:5]=[N:6][CH:7]=[C:2]([F:1])[CH:3]=4)=[O:11])=[C:13]([CH:29]([CH3:31])[CH3:30])[N:14]3[CH2:22][C:23]3[CH:24]=[N:25][CH:26]=[CH:27][CH:28]=3)=[CH:19][CH:18]=2)[CH2:36][CH2:35][CH2:34][CH2:33]1. Procedure: The title compound was prepared from N-((5-fluoropyridin-3-yl)methyl)-6-hydroxy-2-isopropyl-1-(pyridin-3-ylmethyl)-1H-indole-3-carboxamide (Compound 162) and cyclopentyl iodide by General Procedure N. Reactants: C(C1=CC=CC=C1)OC=1C=C2C(N(C(N(C2=CC1)C1CCS(CC1)=O)=O)CC1=CC(=C(C=C1)OC)OC)=O (6-(benzyloxy)-3-(3,4-dimethoxybenzyl)-1-(1-oxidotetrahydro-2H-thiopyran-4-yl)-quinazoline-2,4(1H,3H)-dione). The solvent is C(=O)O (formic acid). Product: COC=1C=C(CN2C(N(C3=CC=C(C=C3C2=O)O)C2CCS(CC2)=O)=O)C=CC1OC (3-(3,4-dimethoxybenzyl)-6-hydroxy-1-(1-oxidotetrahydro-2H-thiopyran-4-yl)quinazoline-2,4(1H,3H)-dione). Isolated yield 93.5%. As a reaction SMILES: C([O:8][C:9]1[CH:10]=[C:11]2[C:16](=[CH:17][CH:18]=1)[N:15]([CH:19]1[CH2:24][CH2:23][S:22](=[O:25])[CH2:21][CH2:20]1)[C:14](=[O:26])[N:13]([CH2:27][C:28]1[CH:33]=[CH:32][C:31]([O:34][CH3:35])=[C:30]([O:36][CH3:37])[CH:29]=1)[C:12]2=[O:38])C1C=CC=CC=1>C(O)=O>[CH3:37][O:36][C:30]1[CH:29]=[C:28]([CH:33]=[CH:32][C:31]=1[O:34][CH3:35])[CH2:27][N:13]1[C:12](=[O:38])[C:11]2[C:16](=[CH:17][CH:18]=[C:9]([OH:8])[CH:10]=2)[N:15]([CH:19]2[CH2:20][CH2:21][S:22](=[O:25])[CH2:23][CH2:24]2)[C:14]1=[O:26]. Procedure: A mixture of 0.57 g of the compound of Step 17.1 and 10 ml of formic acid is irradiated in a microwave field for 3 minutes at 140° C. The reaction mixture is evaporated under reduced pressure. The residue is chromatographed on an RP18 column, eluting with an ACN/water mixture from (10/90, v/v) to (50/50, v/v) to give 0.443 g of the expected product in the form of a mixture of two isomers.